Dataset: the Open Reaction Database (ORD), a public repository of structured organic reaction records. Task: describe an organic reaction: reactants, conditions, products, and yield Reactants: NC1=C2C(=NC=N1)N(N=C2)C2CCN(CC2)C(=O)OC(C)(C)C (tert-butyl 4-(4-amino-1H-pyrazolo[3,4-d]pyrimidin-1-yl)piperidine-1-carboxylate), Cl.O1CCOCC1 (HCl dioxane). Reaction conditions: time 1 hour. The product is [Cl-].[Cl-].NC1=C2C(=NC=N1)N([NH+]=C2)C2CC[NH2+]CC2 (4-amino-1-piperidinium-4-yl-1H-pyrazolo[3,4-d]pyrimidin-2-ium dichloride). RXN SMILES: [NH2:1][C:2]1[N:7]=[CH:6][N:5]=[C:4]2[N:8]([CH:11]3[CH2:16][CH2:15][N:14](C(OC(C)(C)C)=O)[CH2:13][CH2:12]3)[N:9]=[CH:10][C:3]=12.[ClH:24].O1CCOCC1>>[Cl-:24].[Cl-:24].[NH2:1][C:2]1[N:7]=[CH:6][N:5]=[C:4]2[N:8]([CH:11]3[CH2:16][CH2:15][NH2+:14][CH2:13][CH2:12]3)[NH+:9]=[CH:10][C:3]=12 |f:1.2,3.4.5|. Reported procedure: A mixture of tert-butyl 4-(4-amino-1H-pyrazolo[3,4-d]pyrimidin-1-yl)piperidine-1-carboxylate (1.30 g, 4.08 mmol) in 4M HCl/dioxane (12 mL) was stirred for one hour. The reaction was concentrated, triturated with ether to give 4-amino-1-piperidinium-4-yl-1H-pyrazolo[3,4-d]pyrimidin-2-ium dichloride. The free base was obtained by dissolution in water and passing this solution through a Dowex 1X2-400 ion-exchange resin (—OH form). The resin was washed with water and then methanol. The filtrate was ...